Dataset: the Open Reaction Database (ORD), a public repository of structured organic reaction records. Task: describe an organic reaction: reactants, conditions, products, and yield Reactants: NN1C(CCCC1C)C (1-amino-2,6-dimethylpiperidine), [C-]#N.[Na+] (sodium cyanide), C(C1=CC=CC=C1)OCC=O (benzyloxyacetaldehyde), 8a. The product is C(C1=CC=CC=C1)OCC(C#N)NN1C(CCCC1C)C (3-benzyloxy-2-((2,6-dimethylpiperidino)amino)propionitrile). Isolated yield 81.2%. Reaction SMILES: [NH2:1][N:2]1[CH:7]([CH3:8])[CH2:6][CH2:5][CH2:4][CH:3]1[CH3:9].[C-:10]#[N:11].[Na+].[CH2:13]([O:20][CH2:21][CH:22]=O)[C:14]1[CH:19]=[CH:18][CH:17]=[CH:16][CH:15]=1>>[CH2:13]([O:20][CH2:21][CH:22]([NH:1][N:2]1[CH:7]([CH3:8])[CH2:6][CH2:5][CH2:4][CH:3]1[CH3:9])[C:10]#[N:11])[C:14]1[CH:19]=[CH:18][CH:17]=[CH:16][CH:15]=1 |f:1.2|. Procedure: 12.8 g of 1-amino-2,6-dimethylpiperidine, 4.9 g of sodium cyanide and 15.0 g of benzyloxyacetaldehyde are reacted analogously to 8a). 23.3 g of 3-benzyloxy-2-((2,6-dimethylpiperidino)amino)propionitrile are obtained, which are employed in the following step without further purification. Starting materials: N1=CC(=CC=C1)OCC(=O)OC (Methyl [(3-pyridinyl)oxy]acetate), [H-].[Al+3].[Li+].[H-].[H-].[H-] (lithium aluminium hydride), [OH-].[Na+] (sodium hydroxide), O (water), O (water). The solvent is C(C)OCC (diethyl ether), C(C)OCC (diethyl ether). Reaction conditions: time 8 hour. Yields the product N1=CC(=CC=C1)OCCO (2-[(3-pyridinyl)oxy]ethanol). Isolated yield 86.8%. RXN SMILES: [N:1]1[CH:6]=[CH:5][CH:4]=[C:3]([O:7][CH2:8][C:9](OC)=[O:10])[CH:2]=1.[H-].[Al+3].[Li+].[H-].[H-].[H-].O.[OH-].[Na+]>C(OCC)C>[N:1]1[CH:6]=[CH:5][CH:4]=[C:3]([O:7][CH2:8][CH2:9][OH:10])[CH:2]=1 |f:1.2.3.4.5.6,8.9|. Procedure details: Methyl [(3-pyridinyl)oxy]acetate (3.6 g) in diethyl ether (80 ml) was added dropwise to a stirred suspension of lithium aluminium hydride (826 mg) in diethyl ether (100 ml) at 0°. The mixture was stirred overnight at room temperature under nitrogen, water (1 ml) was added, followed by 2N sodium hydroxide (1 ml) and water (3 ml). The suspension was filtered and washed with ethyl acetate (3×100 ml) then dichloromethane (300 ml). The combined organic extracts were dried and concentrated to give the...